Dataset: the Open Reaction Database (ORD), a public repository of structured organic reaction records. Task: describe an organic reaction: reactants, conditions, products, and yield Starting materials: CC(C)=O, O=C=Nc1ccc(Cl)c(Cl)c1, Cl, [Na+], [OH-], NS(=O)(=O)c1cccs1. As a reaction SMILES: [CH3:24][C:25](=[O:26])[CH3:27].[Cl:10][c:11]1[cH:12][c:13]([N:18]=[C:19]=[O:20])[cH:14][cH:15][c:16]1[Cl:17].[ClH:23].[Na+:22].[OH-:21].[s:1]1[c:2]([S:6](=[O:7])(=[O:8])[NH2:9])[cH:3][cH:4][cH:5]1>>[s:1]1[c:2]([S:6](=[O:7])(=[O:8])[NH:9][C:19]([NH:18][c:13]2[cH:12][c:11]([Cl:10])[c:16]([Cl:17])[cH:15][cH:14]2)=[O:20])[cH:3][cH:4][cH:5]1. Yields the product O=C(Nc1ccc(Cl)c(Cl)c1)NS(=O)(=O)c1cccs1.